Dataset: the Open Reaction Database (ORD), a public repository of structured organic reaction records. Task: describe an organic reaction: reactants, conditions, products, and yield The reactants are COC(CN(C1=CC(=CC(=C1)OCCCCCCCCCCCCCCCCCC)OCCCOC1=CC=C(C=C1)S(=O)(=O)C)CC(=O)OC)=O (N-(2-methoxy-2-oxoethyl)-N-[3-[3-[4-(methylsulfonyl) phenoxy]propoxy]-5-(octadecyloxy)-phenyl]glycine methyl ester), [OH-].[Na+] (NaOH). The solvent is CO (methanol). Yields the product C(=O)(O)CN(CC(=O)O)C1=CC(=CC(=C1)OCCCCCCCCCCCCCCCCCC)OCCCOC1=CC=C(C=C1)S(=O)(=O)C (N-(carboxymethyl)-N-[3-[3-[4-(methylsulfonyl)phenoxy]propoxy]-5-(octadecyloxy)phenyl]glycine). Isolated yield 86.3%. Reaction SMILES: C[O:2][C:3](=[O:51])[CH2:4][N:5]([CH2:46][C:47]([O:49]C)=[O:48])[C:6]1[CH:11]=[C:10]([O:12][CH2:13][CH2:14][CH2:15][CH2:16][CH2:17][CH2:18][CH2:19][CH2:20][CH2:21][CH2:22][CH2:23][CH2:24][CH2:25][CH2:26][CH2:27][CH2:28][CH2:29][CH3:30])[CH:9]=[C:8]([O:31][CH2:32][CH2:33][CH2:34][O:35][C:36]2[CH:41]=[CH:40][C:39]([S:42]([CH3:45])(=[O:44])=[O:43])=[CH:38][CH:37]=2)[CH:7]=1.[OH-].[Na+]>CO>[C:3]([CH2:4][N:5]([C:6]1[CH:11]=[C:10]([O:12][CH2:13][CH2:14][CH2:15][CH2:16][CH2:17][CH2:18][CH2:19][CH2:20][CH2:21][CH2:22][CH2:23][CH2:24][CH2:25][CH2:26][CH2:27][CH2:28][CH2:29][CH3:30])[CH:9]=[C:8]([O:31][CH2:32][CH2:33][CH2:34][O:35][C:36]2[CH:41]=[CH:40][C:39]([S:42]([CH3:45])(=[O:43])=[O:44])=[CH:38][CH:37]=2)[CH:7]=1)[CH2:46][C:47]([OH:49])=[O:48])([OH:51])=[O:2] |f:1.2|. Procedure: A solution of 1.01 g (1.37 mmol) of N-(2-methoxy-2-oxoethyl)-N-[3-[3-[4-(methylsulfonyl) phenoxy]propoxy]-5-(octadecyloxy)-phenyl]glycine methyl ester and 0.92 ml (5.5 mmol) of 6 N NaOH in 30 ml of methanol was stirred at reflux for 4 hours under argon. The methanol was removed at reduced pressure, the residue was acidified and the product was extracted with ethyl acetate. The dried extract was concentrated to a solid which was recrystallized from methylene chloride-ether to give 0.835 g (86% yi... Reactants: BrBr (Bromine), CC(C(=O)C1=CC=C(OCC(=O)OC)C=C1)C (methyl 4-(2,2-dimethylacetyl)-phenoxyacetate). The solvent is C(Cl)(Cl)(Cl)Cl (carbon tetrachloride). Run at time 16 hour. The product is BrC(C(=O)C1=CC=C(OCC(=O)OC)C=C1)(C)C (methyl 4-(2-bromo-2,2-dimethylacetyl)phenoxyacetate). Reaction SMILES: [Br:1]Br.[CH3:3][CH:4]([CH3:19])[C:5]([C:7]1[CH:18]=[CH:17][C:10]([O:11][CH2:12][C:13]([O:15][CH3:16])=[O:14])=[CH:9][CH:8]=1)=[O:6]>C(Cl)(Cl)(Cl)Cl>[Br:1][C:4]([CH3:19])([CH3:3])[C:5]([C:7]1[CH:18]=[CH:17][C:10]([O:11][CH2:12][C:13]([O:15][CH3:16])=[O:14])=[CH:9][CH:8]=1)=[O:6]. Procedure: Bromine (2.09 ml) was added dropwise over ten minutes to a stirred solution of the product of step (i) above (9.44 g) in carbon tetrachloride (200 ml). The solution was stirred for 16 hours, then the solvent was evaporated in vacuo to give an orange oil. A solution of this oil, in a small volume of dichloromethane, was filtered through silica and the clear filtrate, on evaporation, gave methyl 4-(2-bromo-2,2-dimethylacetyl)phenoxyacetate, 11.3 g, as a white crystalline solid: m.p. 46°-50° C.; NM... Reactants: BrC1OC(=C(C1=O)C1=CC(=CC=C1)C(F)(F)F)N(C)C (2-bromo-3-oxo-4-(3-trifluoromethylphenyl)-5-dimethylamino-2,3-dihydrofuran), C1COCCOCCOCCOCCOCCO1 (18-Crown-6 ether), [F-].[K+] (potassium fluoride). Run in C(C)#N (acetonitrile). Run at time 30 minute. Yields the product FC1OC(=C(C1=O)C1=CC(=CC=C1)C(F)(F)F)N(C)C (2-Fluoro-3-oxo-4-(3-trifluoromethylphenyl)-5-dimethylamino-2,3-dihydrofuran). RXN SMILES: Br[CH:2]1[C:6](=[O:7])[C:5]([C:8]2[CH:13]=[CH:12][CH:11]=[C:10]([C:14]([F:17])([F:16])[F:15])[CH:9]=2)=[C:4]([N:18]([CH3:20])[CH3:19])[O:3]1.C1OCCOCCOCCOCCOCCOC1.[F-:39].[K+]>C(#N)C>[F:39][CH:2]1[C:6](=[O:7])[C:5]([C:8]2[CH:13]=[CH:12][CH:11]=[C:10]([C:14]([F:17])([F:16])[F:15])[CH:9]=2)=[C:4]([N:18]([CH3:20])[CH3:19])[O:3]1 |f:2.3|. Procedure details: In this example, a mixture containing 3 g of 2-bromo-3-oxo-4-(3-trifluoromethylphenyl)-5-dimethylamino-2,3-dihydrofuran, 0.26 of 18-Crown-6 ether and 1.11 g of potassium fluoride in 20 ml of acetonitrile was stirred at room temperature for about 30 minutes and then refluxed overnight (about 16 hours). The mixture was then cooled, filtered, and then concentrated by evaporation. The residue was chromatographed eluting with 3 vol. % tetrahydrofuran:97% chloroform affording the title compound. Starting materials: ClC(=O)OCC (ethyl chloroformate), C(#N)C=1C=CC2=C(N=C(O2)CC2=C3C=CN(C3=C(C=C2OC)C)C(=O)OC(C)(C)C)C1 (tert-Butyl 4-((5-cyanobenzo[d]oxazol-2-yl)methyl)-5-methoxy-7-methyl-1H-indole-1-carboxylate), [Li+].C[Si](C)(C)[N-][Si](C)(C)C (LiHMDS). Run in C1CCOC1 (THF), C1CCOC1 (THF). Conditions: time 10 minute. The product is C(#N)C=1C=CC2=C(N=C(O2)C(C(=O)OCC)C2=C3C=CN(C3=C(C=C2OC)C)C(=O)OC(C)(C)C)C1 ((±)-tert-Butyl 4-(1-(5-cyanobenzo[d]oxazol-2-yl)-2-ethoxy-2-oxoethyl)-5-methoxy-7-methyl-1H-indole-1-carboxylate). Reaction SMILES: [C:1]([C:3]1[CH:4]=[CH:5][C:6]2[O:10][C:9]([CH2:11][C:12]3[C:20]([O:21][CH3:22])=[CH:19][C:18]([CH3:23])=[C:17]4[C:13]=3[CH:14]=[CH:15][N:16]4[C:24]([O:26][C:27]([CH3:30])([CH3:29])[CH3:28])=[O:25])=[N:8][C:7]=2[CH:31]=1)#[N:2].[Li+].C[Si]([N-][Si](C)(C)C)(C)C.Cl[C:43]([O:45][CH2:46][CH3:47])=[O:44]>C1COCC1>[C:1]([C:3]1[CH:4]=[CH:5][C:6]2[O:10][C:9]([CH:11]([C:12]3[C:20]([O:21][CH3:22])=[CH:19][C:18]([CH3:23])=[C:17]4[C:13]=3[CH:14]=[CH:15][N:16]4[C:24]([O:26][C:27]([CH3:28])([CH3:30])[CH3:29])=[O:25])[C:43]([O:45][CH2:46][CH3:47])=[O:44])=[N:8][C:7]=2[CH:31]=1)#[N:2] |f:1.2|. Procedure details: To a solution of tert-butyl 4-((5-cyanobenzo[d]oxazol-2-yl)methyl)-5-methoxy-7-methyl-1H-indole-1-carboxylate (Example 144-A) (60 mg, 0.144 mmol) in THF (2.1 mL) under nitrogen at −78° C. was added LiHMDS (0.359 ml, 0.359 mmol) in THF. After 10 mins, ethyl chloroformate (0.276 mL, 2.87 mmol) was added and the reaction was warmed to room temperature. After 5 mins the reaction was quenched with sat. aq. NH4Cl, the layers were separated and the aqueous layer extracted with EtOAc. The EtOAc layer wa... As a reaction SMILES: [F:1][C:2]([F:18])([F:17])[C:3]1[CH:8]=[CH:7][C:6]([C:9]2[S:13][CH:12]=[C:11]([CH:14]([OH:16])[CH3:15])[CH:10]=2)=[CH:5][CH:4]=1.FC(F)(F)[C:21]1[CH:26]=[CH:25]C(C2C(C=O)=CSC=2)=[CH:23][CH:22]=1.C1([Mg]Br)C=CC=CC=1>>[C:15]1([CH:14]([C:11]2[CH:10]=[C:9]([C:6]3[CH:5]=[CH:4][C:3]([C:2]([F:17])([F:1])[F:18])=[CH:8][CH:7]=3)[S:13][CH:12]=2)[OH:16])[CH:25]=[CH:26][CH:21]=[CH:22][CH:23]=1. The product is C1(=CC=CC=C1)C(O)C1=CSC(=C1)C1=CC=C(C=C1)C(F)(F)F (phenyl{5-[4-(trifluoromethyl)phenyl]thien-3-yl}methanol). The reactants are FC(C1=CC=C(C=C1)C=1C(=CSC1)C=O)(F)F (4-[4-(trifluoromethyl)phenyl]thiophene-3-carbaldehyde), FC(C1=CC=C(C=C1)C1=CC(=CS1)C(C)O)(F)F (1-{5-[4-(trifluoromethyl)phenyl]thien-3-yl}ethanol), FC(C1=CC=C(C=C1)C1=CC(=CS1)C(C)O)(F)F (1-{5-[4-(trifluoromethyl)phenyl]thien-3-yl}ethanol), C1(=CC=CC=C1)[Mg]Br (phenyl magnesium bromide), FC(C1=CC=C(C=C1)C=1C(=CSC1)C=O)(F)F (4-[4-(trifluoromethyl)phenyl]thiophene-3-carbaldehyde). Reported procedure: The title compound was prepared using a method analogous to that used for the preparation of 1-{5-[4-(trifluoromethyl)phenyl]thien-3-yl}ethanol (intermediate 126) using 4-[4-(trifluoromethyl)phenyl]thiophene-3-carbaldehyde (intermediate 125) and phenyl magnesium bromide. Reactants: N1=C2C(=CC=C1)CCCCC2N (6,7,8,9-tetrahydro-5H-cyclohepta[b]pyridin-9-ylamine), [NH4+].[OH-] (NH4OH), CCOC(=O)C (EtOAc), O(C(C)C)C(C)C (iPr2O). The solvent is CO (MeOH), C(Cl)Cl (CH2Cl2), C(Cl)Cl (CH2Cl2), CO (MeOH). Conditions: time 24 hour. Yields the product N1=C2C(=CC=C1)CCCC[C@H]2NC(C)=O ((R)-N-(6,7,8,9-tetrahydro-5H-cyclohepta[b]pyridin-9-yl)acetamide). As a reaction SMILES: [N:1]1[CH:6]=[CH:5][CH:4]=[C:3]2[CH2:7][CH2:8][CH2:9][CH2:10][CH:11]([NH2:12])[C:2]=12.[CH3:13][CH2:14][O:15]C(C)=O.O(C(C)C)C(C)C.[NH4+].[OH-]>C(Cl)Cl.CO>[N:1]1[CH:6]=[CH:5][CH:4]=[C:3]2[CH2:7][CH2:8][CH2:9][CH2:10][C@@H:11]([NH:12][C:14](=[O:15])[CH3:13])[C:2]=12 |f:3.4|. Reported procedure: Following the general procedure, 6,7,8,9-tetrahydro-5H-cyclohepta[b]pyridin-9-ylamine (195 mg, 1.20 mmol), CALB (59 mg), EtOAc (0.48 mL) and iPr2O (4.6 mL) were stirred for 24 hours. The conversion determined from 1H NMR by integration of the peaks at 5.05 ppm (CHNHAc) and 4.34 ppm (CHNH2) was 58%. Flash chromatography of the material on silica gel using 1:10 MeOH:CH2Cl2 followed by 1:1:4 NH4OH:MeOH:CH2Cl2 furnished the (R)-N-(6,7,8,9-tetrahydro-5H-cyclohepta[b]pyridin-9-yl)acetamide ((134 mg, 5... Procedure: A mixture of 4-bromo-7-(2-hydroxypropan-2-yl)-9H-carbazole-1-carboxamide [synthesized according to the procedure described in U.S. Pat. No. 8,084,620, Example 73-2] (2.00 g, 5.76 mmol), N-iodosuccinimide (1.69 g, 7.49 mmol), and pyridine (1.9 mL, 23.0 mmol) in DMF (20 mL) was heated at 65° C. for 2 days. The cooled mixture was diluted with EtOAc, washed twice with 10% aqueous LiCl and then with brine. The aqueous layers were extracted with EtOAc. The combined organic layers were dried and concen... Solvent: CN(C)C=O (DMF), CCOC(=O)C (EtOAc). As a reaction SMILES: [Br:1][C:2]1[C:14]2[C:13]3[C:8](=[CH:9][C:10]([C:15]([OH:18])([CH3:17])[CH3:16])=[CH:11][CH:12]=3)[NH:7][C:6]=2[C:5]([C:19]([NH2:21])=[O:20])=[CH:4][CH:3]=1.[I:22]N1C(=O)CCC1=O.N1C=CC=CC=1>CN(C=O)C.CCOC(C)=O>[Br:1][C:2]1[C:14]2[C:13]3[C:8](=[CH:9][C:10]([C:15]([OH:18])([CH3:17])[CH3:16])=[CH:11][CH:12]=3)[NH:7][C:6]=2[C:5]([C:19]([NH2:21])=[O:20])=[CH:4][C:3]=1[I:22]. Product: BrC1=C(C=C(C=2NC3=CC(=CC=C3C12)C(C)(C)O)C(=O)N)I (4-bromo-7-(2-hydroxypropan-2-yl)-3-iodo-9H-carbazole-1-carboxamide). The reactants are IN1C(CCC1=O)=O (N-iodosuccinimide), N1=CC=CC=C1 (pyridine), BrC1=CC=C(C=2NC3=CC(=CC=C3C12)C(C)(C)O)C(=O)N (4-bromo-7-(2-hydroxypropan-2-yl)-9H-carbazole-1-carboxamide). Isolated yield 23.0%. The reactants are OC(C[N+](C)(C)C)CC([O-])=O (carnitine), C(C(C)C)(=O)Cl (isobutyryl chloride), CC(=O)C (acetone). Solvent: FC(C(=O)O)(F)F (trifluoroacetic acid). Run at time 4 hour. Yields the product C(C(C)C)(=O)C(O)(C[N+](C)(C)C)CC([O-])=O (isobutyryl carnitine). The yield is 57.6%. Reaction SMILES: [OH:1][CH:2]([CH2:8][C:9](=[O:11])[O-:10])[CH2:3][N+:4]([CH3:7])([CH3:6])[CH3:5].[C:12](Cl)(=[O:16])[CH:13]([CH3:15])[CH3:14].CC(C)=O>FC(F)(F)C(O)=O>[C:12]([C:2]([CH2:8][C:9](=[O:10])[O-:11])([CH2:3][N+:4]([CH3:7])([CH3:5])[CH3:6])[OH:1])(=[O:16])[CH:13]([CH3:15])[CH3:14]. Procedure details: To a solution of carnitine (3 grams; 0.015 mole) in trifluoroacetic acid (5 cc), isobutyryl chloride (10 cc; 0.096 moles) was added dropwise. The resulting mixture was kept at 45° C. for 4 hours, acetone was added thereto and the residual carnitine was filtered off. Anhydrous ethyl ether was added to the solution and the desired product (2 grams; yield 66%) was obtained by precipitation. Starting materials: Cl[SiH]1N(C=CN1C(C)(C)C)C(C)(C)C (2-chloro-1,3-di-tert-butyl-1,3-diaza-2-silacyclopent-4-ene), C(CCC)[N-]C.[Li+] (lithium butyl(methyl)amide), CCCCCC.C(CCC)[Li] (butyllithium hexane), C(CCC)NC (N-butyl-N-methylamine). Run in CCCCCC (hexane), O1CCCC1 (tetrahydrofuran). Run at time 1 hour. Yields the product C(C)(C)(C)N1[Si](N(C=C1)C(C)(C)C)(CCCC)NC (1,3-di-tert-butyl-2-butylmethylamino-1,3-diaza-2-silacyclopent-4-ene). The yield is 85.0%. RXN SMILES: Cl[SiH:2]1[N:6]([C:7]([CH3:10])([CH3:9])[CH3:8])[CH:5]=[CH:4][N:3]1[C:11]([CH3:14])([CH3:13])[CH3:12].[CH2:15]([N-]C)[CH2:16][CH2:17][CH3:18].[Li+].CCCCCC.C([Li])CCC.[CH2:33]([NH:37]C)CCC>CCCCCC.O1CCCC1>[C:11]([N:3]1[CH:4]=[CH:5][N:6]([C:7]([CH3:10])([CH3:9])[CH3:8])[Si:2]1([NH:37][CH3:33])[CH2:15][CH2:16][CH2:17][CH3:18])([CH3:14])([CH3:13])[CH3:12] |f:1.2,3.4|. Procedure details: In an argon atmosphere, 5.50 g (23.6 mmol) of Si(tBuNCHCHNtBu)(H)Cl was dissolved in 10 mL of hexane and after adding a lithium butyl(methyl)amide solution (prepared by mixing 14.2 mL of 1.67 mol/L butyllithium hexane solution, 15 mL of tetrahydrofuran and 2.07 g of N-butyl-N-methylamine and stirring the mixture at room temperature for 1 hour), the mixture was stirred at room temperature for 20 hours. Insoluble matters produced were separated by filtration, and the solvent was removed by distill... The reactants are CC(N)C(=O)O, O=C(O)Cc1cccc(Cl)c1. Product: CC(NC(=O)Cc1cccc(Cl)c1)C(=O)O. RXN SMILES: [CH3:1][CH:2]([NH2:3])[C:4]([OH:5])=[O:6].[Cl:7][c:8]1[cH:9][c:10]([CH2:14][C:15](=[O:16])[OH:17])[cH:11][cH:12][cH:13]1>>[CH3:1][CH:2]([NH:3][C:15]([CH2:14][c:10]1[cH:9][c:8]([Cl:7])[cH:13][cH:12][cH:11]1)=[O:16])[C:4]([OH:5])=[O:6].